From a dataset of the Open Reaction Database (ORD), a public repository of structured organic reaction records. describe an organic reaction: reactants, conditions, products, and yield The reactants are N1(N=CC=C1)C=1C=C(C=CC1)C(=CC(C)C)C1=CC=2C(=NC=CC2)N1S(=O)(=O)C1=CC=CC=C1 (2-(1-(3-(1H-pyrazol-1-yl)phenyl)-3-methylbut-1-enyl)-1-(phenylsulfonyl)-1H-pyrrolo[2,3-b]pyridine), [OH-].[Na+] (sodium hydroxide). The solvent is C(C)O (ethanol), O1CCCC1 (tetrahydrofuran). Run at temperature 85 celsius, time 16 hour. Yields the product N1(N=CC=C1)C=1C=C(C=CC1)C(=CC(C)C)C1=CC=2C(=NC=CC2)N1 (2-(1-(3-(1H-pyrazol-1-yl)phenyl)-3-methylbut-1-enyl)-1H-pyrrolo[2,3-b]pyridine). The yield is 69.4%. Reaction SMILES: [N:1]1([C:6]2[CH:7]=[C:8]([C:12]([C:17]3[N:25](S(C4C=CC=CC=4)(=O)=O)[C:20]4=[N:21][CH:22]=[CH:23][CH:24]=[C:19]4[CH:18]=3)=[CH:13][CH:14]([CH3:16])[CH3:15])[CH:9]=[CH:10][CH:11]=2)[CH:5]=[CH:4][CH:3]=[N:2]1.[OH-].[Na+]>C(O)C.O1CCCC1>[N:1]1([C:6]2[CH:7]=[C:8]([C:12]([C:17]3[NH:25][C:20]4=[N:21][CH:22]=[CH:23][CH:24]=[C:19]4[CH:18]=3)=[CH:13][CH:14]([CH3:16])[CH3:15])[CH:9]=[CH:10][CH:11]=2)[CH:5]=[CH:4][CH:3]=[N:2]1 |f:1.2|. Reported procedure: A solution of 2-(1-(3-(1H-pyrazol-1-yl)phenyl)-3-methylbut-1-enyl)-1-(phenylsulfonyl)-1H-pyrrolo[2,3-b]pyridine (3.4 g, 7.2 mmol) in ethanol (50 mL) and tetrahydrofuran (100 mL) was treated with an aqueous sodium hydroxide solution (10%, 20 mL). The reaction was stirred at 85° C. for 16 h. At this time, the reaction mixture was cooled to 25° C., concentrated in vacuo, diluted with water (100 mL) and then extracted with ethyl acetate (3×150 mL). The organic layers were washed with a saturated aqu... Reactants: C(CC)N1C(CCC1)CNC(C1=C(C(=CC=C1OC)Br)OC)=O ((-)-N-n-propyl-2-(3-bromo-2,6-dimethoxybenzamidomethyl)pyrrolidine), Cl (HCl), CC(=O)C (acetone). The solvent is CCO (EtOH). Product: Cl.C(CC)N1C(CCC1)CNC(C1=C(C(=CC=C1OC)Br)O)=O ((-)-N-n-propyl-2-(3-bromo-2-hydroxy-6-methoxybenzamidomethyl)pyrrolidine hydrochloride). Yield: 48.0%. RXN SMILES: [CH2:1]([N:4]1[CH2:8][CH2:7][CH2:6][CH:5]1[CH2:9][NH:10][C:11](=[O:23])[C:12]1[C:17]([O:18][CH3:19])=[CH:16][CH:15]=[C:14]([Br:20])[C:13]=1[O:21]C)[CH2:2][CH3:3].[ClH:24].CC(C)=O>CCO>[ClH:24].[CH2:1]([N:4]1[CH2:8][CH2:7][CH2:6][CH:5]1[CH2:9][NH:10][C:11](=[O:23])[C:12]1[C:17]([O:18][CH3:19])=[CH:16][CH:15]=[C:14]([Br:20])[C:13]=1[OH:21])[CH2:2][CH3:3] |f:4.5|. Procedure: The title compound was prepared from (-)-N-n-propyl-2-(3-bromo-2,6-dimethoxybenzamidomethyl)pyrrolidine by dealkylation in the same manner as described in Example 2. Yield 48%. M.p. (HCl) 140°-141° C. (acetone). [α]D25 =-78° C. (c=0.80, EtOH) base. Starting materials: C1(CCCCC1)CC1N(CCCC1)CC(C)C1=CC(=CC=C1)Br (2-cyclohexylmethyl-1-[2-(3-bromophenyl)propyl]piperidine), C(CCC)[Li] (n-butyl lithium), lithio. Run in C(C)OCC (diethyl ether). Yields the product CC=1C=C(C#N)C=CC1 (3-methylbenzonitrile). The yield is 212.0%. RXN SMILES: C1(CC2CCCC[N:9]2[CH2:14][CH:15]([C:17]2C=CC=C(Br)C=2)[CH3:16])CCCCC1.[CH2:24]([Li])[CH2:25][CH2:26][CH3:27]>C(OCC)C>[CH3:27][C:26]1[CH:16]=[C:15]([CH:17]=[CH:24][CH:25]=1)[C:14]#[N:9]. Procedure: Following a procedure similar to that described in Example 7, 18.9 g. (0.05 mole) of 2-cyclohexylmethyl-1-[2-(3-bromophenyl)propyl]piperidine was reacted with 0.095 mole of n-butyl lithium in diethyl ether and the resulting lithio derivative reacted directly with 12.4 g. (0.106 mole) of 3-methylbenzonitrile to give 10.7 g. of 2-cyclohexylmethyl-1-{2-[3-(3-methylbenzoyl)phenyl]propyl}piperidine as a yellow oil.